This data is from the Open Reaction Database (ORD), a public repository of structured organic reaction records. The task is: describe an organic reaction: reactants, conditions, products, and yield The reactants are CC1(CC(N(C2=CC(=CC=C12)C#C[Si](C)(C)C)C(C)C)=O)C (4,4-dimethyl-2-oxo-1,2,3,4-tetrahydro-1-isopropyl-7-[(trimethylsilyl)ethynyl]quinoline), CC1(CC(N(C2=CC(=CC=C12)C#C[Si](C)(C)C)C(C)C)=O)C (4,4-dimethyl-2-oxo-1,2,3,4-tetrahydro-1-isopropyl-7-[(trimethylsilyl)ethynyl]quinoline), C([O-])([O-])=O.[K+].[K+] (potassium carbonate). Solvent: CO (methanol). Reaction conditions: time 10 hour. Product: CC1(CC(N(C2=CC(=CC=C12)C#C)C(C)C)=O)C (4,4-Dimethyl-2-oxo-1,2,3,4-tetrahydro-1-iso-propyl-7-ethynylquinoline). RXN SMILES: [CH3:1][C:2]1([CH3:22])[C:11]2[C:6](=[CH:7][C:8]([C:12]#[C:13][Si](C)(C)C)=[CH:9][CH:10]=2)[N:5]([CH:18]([CH3:20])[CH3:19])[C:4](=[O:21])[CH2:3]1.C(=O)([O-])[O-].[K+].[K+]>CO>[CH3:22][C:2]1([CH3:1])[C:11]2[C:6](=[CH:7][C:8]([C:12]#[CH:13])=[CH:9][CH:10]=2)[N:5]([CH:18]([CH3:19])[CH3:20])[C:4](=[O:21])[CH2:3]1 |f:1.2.3|. Reported procedure: To a solution of 4,4-dimethyl-2-oxo-1,2,3,4-tetrahydro-1-isopropyl-7-[(trimethylsilyl)ethynyl]quinoline (Compound 29) in 7.0 ml of methanol was added potassium carbonate. The mixture was stirred at room temperature for 10 h. The reaction mixture was then concentrated in vacuo and the resulting oil was dissolved in water, and extracted using methylene chloride (2×). The organic layers were dried (MgSO4), filtered and concentrated in vacuo to give the title compound as an oil. The reactants are BrC=1C=CC(=C(C=O)C1)F (5-bromo-2-fluorobenzaldehyde), CN(C)C=O (DMF), O (water), C([O-])([O-])=O.[K+].[K+] (potassium carbonate), CCCC(C(=O)OC(C)(C)C)N (tert-butyl 4-methyl-aminobutyrate), CN(C)C=O (DMF). Run at temperature 70 celsius, time 60 hour. Yields the product BrC1=CC(=C(N(C)CCCC(=O)OC(C)(C)C)C=C1)C=O (tert-butyl 4-(4-bromo-2-formyl-N-methylanilino)butyrate). Isolated yield 90.0%. RXN SMILES: C[CH2:2][CH2:3][CH:4](N)[C:5]([O:7][C:8]([CH3:11])([CH3:10])[CH3:9])=[O:6].[Br:13][C:14]1[CH:15]=[CH:16][C:17](F)=[C:18]([CH:21]=1)[CH:19]=[O:20].C(=O)([O-])[O-].[K+].[K+].O.[CH3:30][N:31](C=O)C>>[Br:13][C:14]1[CH:15]=[CH:16][C:17]([N:31]([CH2:2][CH2:3][CH2:4][C:5]([O:7][C:8]([CH3:9])([CH3:10])[CH3:11])=[O:6])[CH3:30])=[C:18]([CH:19]=[O:20])[CH:21]=1 |f:2.3.4|. Procedure details: In DMF (5.0 ml) was dissolved tert-butyl 4-methyl-aminobutyrate (1050 mg), and to the mixture was added at room temperature a solution of 5-bromo-2-fluorobenzaldehyde (1025 mg) in DMF (1.0 ml) and then potassium carbonate (837 mg). The mixture was stirred at 70° C. for 60 hours, and to the mixture was added at room temperature water (50 ml). The mixture was extracted with ethyl acetate (50 ml×3), and the organic layer was washed with saturated brine (50 ml×3) and dried with anhydrous magnesium s... Reactants: C[C@@H]1CN(CCN1)C1=CC=C(C=C1)CCC ((3R)-3-methyl-1-(4-propylphenyl)piperazine), BrC1=CC=C(C=C1)OCCC (1-bromo-4-propoxybenzene). The product is C[C@@H]1CN(CCN1)C1=CC=C(C=C1)OCCC ((3R)-3-methyl-1-(4-propoxyphenyl)piperazine). Isolated yield 34.0%. RXN SMILES: [CH3:1][C@H:2]1[NH:7][CH2:6][CH2:5][N:4]([C:8]2[CH:13]=[CH:12][C:11](CCC)=[CH:10][CH:9]=2)[CH2:3]1.BrC1C=C[C:21]([O:24]CCC)=[CH:20][CH:19]=1>>[CH3:1][C@H:2]1[NH:7][CH2:6][CH2:5][N:4]([C:8]2[CH:9]=[CH:10][C:11]([O:24][CH2:21][CH2:20][CH3:19])=[CH:12][CH:13]=2)[CH2:3]1. Procedure: The title compound was prepared following the procedure of Intermediate 17, but starting from 1-bromo-4-propoxybenzene. Purification by chromatography (DCM/MeOH 80/20) afforded the title compound as a brown oil (34%). HPLC (Condition A), Rt: 1.9 min (HPLC purity: 80.2%). M+(ESI): 235.2 Reactants: C=CCC1CC2(Cc3ccc(OC)nc31)OCCO2, CCO, [H][H]. Product: CCCC1CC2(Cc3ccc(OC)nc31)OCCO2. RXN SMILES: [CH2:1]([CH:2]=[CH2:3])[CH:4]1[CH2:5][C:6]2([O:7][CH2:8][CH2:9][O:10]2)[CH2:11][c:12]2[cH:13][cH:14][c:15]([O:18][CH3:19])[n:16][c:17]21.[CH3:22][CH2:23][OH:24].[H:20][H:21]>>[CH2:1]([CH2:2][CH3:3])[CH:4]1[CH2:5][C:6]2([O:7][CH2:8][CH2:9][O:10]2)[CH2:11][c:12]2[cH:13][cH:14][c:15]([O:18][CH3:19])[n:16][c:17]21. Reactants: C(C)(C)NC(C)C (diisopropylamine), BrC=1C=C(C=CC1)N1C(=CC(C(=C1)OCC1=CC=C(C=C1)OC)=O)C(C(F)(F)F)O (1-(3-bromophenyl)-5-[(4-methoxybenzyl)oxy]-2-(2,2,2-trifluoro-1-hydroxyethyl)pyridin-4(1H)-one), N1=CC=CC2=C(C=CC=C12)B(O)O (quinolin-5-ylboronic acid), [Na+].O.S(=O)(=O)([O-])C=1C=C(C=CC1)P(C1=CC(=CC=C1)S(=O)(=O)[O-])C1=CC(=CC=C1)S(=O)(=O)[O-].[Na+].[Na+] (tris(3-sulfonatophenyl)phosphine hydrate sodium salt). The reagents and catalysts are C(C)(=O)[O-].[Pd+2].C(C)(=O)[O-] (palladium(II)acetate). Solvent: O (water), CN(C)C=O (DMF). Run at temperature 60 celsius, time 1.5 hour. Product: OC=1C(C=C(N(C1)C1=CC(=CC=C1)C1=C2C=CC=NC2=CC=C1)C(C(F)(F)F)O)=O (5-hydroxy-1-[3-(quinolin-5-yl)phenyl]-2-(2,2,2-trifluoro-1-hydroxyethyl)pyridin-4(1H)-one). Isolated yield 81.3%. Reaction SMILES: Br[C:2]1[CH:3]=[C:4]([N:8]2[CH:13]=[C:12]([O:14]CC3C=CC(OC)=CC=3)[C:11](=[O:24])[CH:10]=[C:9]2[CH:25]([OH:30])[C:26]([F:29])([F:28])[F:27])[CH:5]=[CH:6][CH:7]=1.[N:31]1[C:40]2[C:35](=[C:36](B(O)O)[CH:37]=[CH:38][CH:39]=2)[CH:34]=[CH:33][CH:32]=1.[Na+].O.S(C1C=C(P(C2C=CC=C(S([O-])(=O)=O)C=2)C2C=CC=C(S([O-])(=O)=O)C=2)C=CC=1)([O-])(=O)=O.[Na+].[Na+].C(NC(C)C)(C)C>C([O-])(=O)C.[Pd+2].C([O-])(=O)C.O.CN(C=O)C>[OH:14][C:12]1[C:11](=[O:24])[CH:10]=[C:9]([CH:25]([OH:30])[C:26]([F:29])([F:27])[F:28])[N:8]([C:4]2[CH:5]=[CH:6][CH:7]=[C:2]([C:36]3[CH:37]=[CH:38][CH:39]=[C:40]4[C:35]=3[CH:34]=[CH:33][CH:32]=[N:31]4)[CH:3]=2)[CH:13]=1 |f:2.3.4.5.6,8.9.10|. Procedure: To a mixture of 1-(3-bromophenyl)-5-[(4-methoxybenzyl)oxy]-2-(2,2,2-trifluoro-1-hydroxyethyl)pyridin-4(1H)-one (400 mg, 0.826 mmol), quinolin-5-ylboronic acid (171 mg, 0.991 mmol), tris(3-sulfonatophenyl)phosphine hydrate sodium salt (79 mg, 0.124 mmol) and palladium(II)acetate (9.27 mg, 0.041 mmol), under nitrogen, were added DMF (6 mL), diisopropylamine (0.353 mL, 2.478 mmol) and water (1 mL). The reaction mixture was stirred at 60° C. under nitrogen for 1.5 h. After cooling to room temperatur... Reactants: C(C)(C)(C)OC(=O)N1[C@H]([C@H](CCC1)NCC1=C(C=CC(=C1)C(C(F)(F)F)(C)C)OC)C1=CC=CC=C1 ((2S,3S)-1-tert-Butoxycarbonyl-3-[5-(1,1-Dimethyl-2,2,2-trifluoroethyl)-2-methoxybenzylamino]-2-phenylpiperidine), FC(C)(F)C=1C=CC(=C(CN[C@@H]2[C@@H](NCCC2)C2=CC=CC=C2)C1)OC(F)(F)F ((2S,3S) -3-(5-(1,1-Difluoroethyl)-2-(trifluoromethoxy)benzyl)amino-2-phenylpiperidine). Yields the product CC(C(F)(F)F)(C)C=1C=CC(=C(CN[C@@H]2[C@@H](NCCC2)C2=CC=CC=C2)C1)OC ((2S,3S)-3-[5-(1,1-Dimethyl-2,2,2-trifluoroethyl)-2-methoxybenzylamino]-2-phenylpiperidine). Reaction SMILES: C(OC([N:8]1[CH2:13][CH2:12][CH2:11][C@H:10]([NH:14][CH2:15][C:16]2[CH:21]=[C:20]([C:22]([CH3:28])([CH3:27])[C:23]([F:26])([F:25])[F:24])[CH:19]=[CH:18][C:17]=2[O:29][CH3:30])[C@@H:9]1[C:31]1[CH:36]=[CH:35][CH:34]=[CH:33][CH:32]=1)=O)(C)(C)C.FC(C1C=CC(OC(F)(F)F)=C(C=1)CN[C@H]1CCCN[C@H]1C1C=CC=CC=1)(F)C>>[CH3:28][C:22]([C:20]1[CH:19]=[CH:18][C:17]([O:29][CH3:30])=[C:16]([CH:21]=1)[CH2:15][NH:14][C@H:10]1[CH2:11][CH2:12][CH2:13][NH:8][C@H:9]1[C:31]1[CH:36]=[CH:35][CH:34]=[CH:33][CH:32]=1)([CH3:27])[C:23]([F:24])([F:25])[F:26]. Reported procedure: This compound was prepared from Compound 72 in the same manner of Compound 27. Starting materials: C(C)(C)N1CCNCC1 (Isopropylpiperazine), ClC=1C=C2C(=NC1)C=CC1=C(C2=O)C=C(C=C1)NS(=O)(=O)C (N-(3-chloro-5-oxo-5H-benzo[4,5]cyclohepta[1,2-b]pyridin-7-yl)methanesulfonamide), C=1C=CC(=CC1)P(C=2C=CC=CC2)C3=CC=C4C=CC=CC4=C3C5=C6C=CC=CC6=CC=C5P(C=7C=CC=CC7)C=8C=CC=CC8 (rac-BINAP), C([O-])([O-])=O.[Cs+].[Cs+] (cesium carbonate). The reagents and catalysts are C=1C=CC(=CC1)/C=C/C(=O)/C=C/C2=CC=CC=C2.C=1C=CC(=CC1)/C=C/C(=O)/C=C/C2=CC=CC=C2.C=1C=CC(=CC1)/C=C/C(=O)/C=C/C2=CC=CC=C2.[Pd].[Pd] (Pd2(dba)3). Run in CN(C=O)C (dimethylformamide). Conditions: temperature 180 celsius. Product: C(C)(C)N1CCN(CC1)C=1C=C2C(=NC1)C=CC1=C(C2=O)C=C(C=C1)NS(=O)(=O)C (N-[3-(4-isopropylpiperazin-1-yl)-5-oxo-5H-benzo[4,5]cyclohepta[1,2-b]pyridin-7-yl]methanesulfonamide). As a reaction SMILES: Cl[C:2]1[CH:3]=[C:4]2[C:12](=[O:13])[C:11]3[CH:14]=[C:15]([NH:18][S:19]([CH3:22])(=[O:21])=[O:20])[CH:16]=[CH:17][C:10]=3[CH:9]=[CH:8][C:5]2=[N:6][CH:7]=1.C1C=CC(P(C2C(C3C(P(C4C=CC=CC=4)C4C=CC=CC=4)=CC=C4C=3C=CC=C4)=C3C(C=CC=C3)=CC=2)C2C=CC=CC=2)=CC=1.C(=O)([O-])[O-].[Cs+].[Cs+].[CH:75]([N:78]1[CH2:83][CH2:82][NH:81][CH2:80][CH2:79]1)([CH3:77])[CH3:76]>C1C=CC(/C=C/C(/C=C/C2C=CC=CC=2)=O)=CC=1.C1C=CC(/C=C/C(/C=C/C2C=CC=CC=2)=O)=CC=1.C1C=CC(/C=C/C(/C=C/C2C=CC=CC=2)=O)=CC=1.[Pd].[Pd].CN(C)C=O>[CH:75]([N:78]1[CH2:83][CH2:82][N:81]([C:2]2[CH:3]=[C:4]3[C:12](=[O:13])[C:11]4[CH:14]=[C:15]([NH:18][S:19]([CH3:22])(=[O:21])=[O:20])[CH:16]=[CH:17][C:10]=4[CH:9]=[CH:8][C:5]3=[N:6][CH:7]=2)[CH2:80][CH2:79]1)([CH3:77])[CH3:76] |f:2.3.4,6.7.8.9.10|. Reported procedure: N-(3-chloro-5-oxo-5H-benzo[4,5]cyclohepta[1,2-b]pyridin-7-yl)methanesulfonamide (0.100 g, 0.30 mmol), Pd2(dba)3 (6 mg, 0.006 mmol), rac-BINAP (11 mg, 0.018 mmol), and cesium carbonate (0.490 g, 1.50 mmol) combined mixed in a dry tube. Isopropylpiperazine (0.170 mL, 1.20 mmol) and 0.70 mL of dry dimethylformamide were added and the tube was sealed. The reaction contents were heated in the Biotage Initiator series microwave at 180° C. for 15 minutes. The reaction contents were partially concentrat... Product: C(C)C1=C(C=CC(=C1)\C=C\[N+](=O)[O-])N=C1N(C2(CS1)CCCC2)C2CCCC2 (2-(2-ethyl-4-((1E)-2-nitrovinyl)phenylimino)-1-cyclopentyl-3-thia-1-azaspiro[4.4]nonane). RXN SMILES: [CH:1]([C:3]1[CH:8]=[CH:7][C:6]([N:9]=[C:10]2[S:14][CH2:13][C:12]3([CH2:18][CH2:17][CH2:16][CH2:15]3)[N:11]2[CH:19]2[CH2:23][CH2:22][CH2:21][CH2:20]2)=[C:5]([CH2:24][CH3:25])[CH:4]=1)=O.[N+:26]([CH3:29])([O-:28])=[O:27]>>[CH2:24]([C:5]1[CH:4]=[C:3](/[CH:1]=[CH:29]/[N+:26]([O-:28])=[O:27])[CH:8]=[CH:7][C:6]=1[N:9]=[C:10]1[S:14][CH2:13][C:12]2([CH2:18][CH2:17][CH2:16][CH2:15]2)[N:11]1[CH:19]1[CH2:20][CH2:21][CH2:22][CH2:23]1)[CH3:25]. Procedure details: 1-Hydroxymethylcyclopentanamine was prepared according to Method B1c. The 2-hydroxyethylamine was converted to 1-chloromethylcyclopentanamine HCl salt according to Method B7e. 1-Chloromethylcyclopentanamine HCl salt was reacted with 4-cyano-2-ethylphenyl isothiocyanate according to Method C1e to give 2-(4-cyano-2-ethylphenylimino)-3-thia-1-azaspiro[4.4]nonane. The thiazolidine was reacted with cyclopentyl bromide according to Method D2b to give 2-(4-cyano-2-ethylphenylimino)-1-cyclopentyl-3-thia... Starting materials: C(=O)C1=CC(=C(C=C1)N=C1N(C2(CS1)CCCC2)C2CCCC2)CC (2-(4-formyl-2-ethylphenylimino)-1-cyclopentyl-3-thia-1-azaspiro[4.4]nonane), [N+](=O)([O-])C (nitromethane). Reactants: C(C)OC(CN1C=C(C2=CC=CC=C12)C)=O (3-methyl-indole-1-acetic acid ethyl ester), [OH-].[K+] (potassium hydroxide). Run in CO (methanol), CO.O (methanol H2O). Run at time 2 hour. Product: CC1=CN(C2=CC=CC=C12)CC(=O)O (3-methyl-indole-1-acetic acid). RXN SMILES: C([O:3][C:4](=[O:16])[CH2:5][N:6]1[C:14]2[C:9](=[CH:10][CH:11]=[CH:12][CH:13]=2)[C:8]([CH3:15])=[CH:7]1)C.[OH-].[K+]>CO.CO.O>[CH3:15][C:8]1[C:9]2[C:14](=[CH:13][CH:12]=[CH:11][CH:10]=2)[N:6]([CH2:5][C:4]([OH:16])=[O:3])[CH:7]=1 |f:1.2,4.5|. Reported procedure: The residue, 3-methyl-indole-1-acetic acid ethyl ester, is dissolved in 900 ml of methanol, potassium hydroxide (90 g) in 400 ml of 1:1 methanol-H2O is then added. The mixture is stirred at room temperature for 11/2 hours. The methanol is evaporated under reduced pressure. The residue is diluted with water (800 ml) and extracted (3x) with ether. Acidification with 6NHCl of the aqueous phase yields 3-methyl-indole-1-acetic acid, m.p. 174°-176°C. Starting materials: CCOC(=O)c1cnc(CBr)cn1, O=C([O-])[O-], [K+], [K+], CN(C)C=O, CC(C)(C)OC(=O)Nc1cc2c(cc1O)CCC2, O=C(O)CC(O)(CC(=O)O)C(=O)O. The product is CCOC(=O)c1cnc(COc2cc3c(cc2NC(=O)OC(C)(C)C)CCC3)cn1. As a reaction SMILES: [Br:19][CH2:20][c:21]1[n:22][cH:23][c:24]([C:27](=[O:28])[O:29][CH2:30][CH3:31])[n:25][cH:26]1.[C:32](=[O:33])([O-:34])[O-:35].[K+:36].[K+:37].[O:51]=[CH:52][N:53]([CH3:54])[CH3:55].[OH:1][c:2]1[c:3]([NH:11][C:12]([O:13][C:14]([CH3:15])([CH3:16])[CH3:17])=[O:18])[cH:4][c:5]2[c:9]([cH:10]1)[CH2:8][CH2:7][CH2:6]2.[OH:38][C:39]([CH2:40][C:41]([C:42](=[O:43])[OH:44])([CH2:45][C:46](=[O:47])[OH:48])[OH:49])=[O:50]>>[O:1]([c:2]1[c:3]([NH:11][C:12]([O:13][C:14]([CH3:15])([CH3:16])[CH3:17])=[O:18])[cH:4][c:5]2[c:9]([cH:10]1)[CH2:8][CH2:7][CH2:6]2)[CH2:20][c:21]1[n:22][cH:23][c:24]([C:27](=[O:28])[O:29][CH2:30][CH3:31])[n:25][cH:26]1.